From a dataset of the Open Reaction Database (ORD), a public repository of structured organic reaction records. describe an organic reaction: reactants, conditions, products, and yield Reactants: C(C)(C)NC=1SC=C(N1)C=O (2-isopropylaminothiazole-4-carbaldehyde), N (ammonia), S1C(=S)N(C(=O)C1)CC(=O)O (rhodanine-3-acetic acid), [Cl-].[NH4+] (ammonium chloride). Solvent: C(C)O (ethanol). The product is C(C)(C)NC=1SC=C(N1)C=C1C(N(C(S1)=S)CC(=O)O)=O (5-(2-Isopropylaminothiazol-4-ylmethylene)rhodanine-3-acetic acid). As a reaction SMILES: [CH:1]([NH:4][C:5]1[S:6][CH:7]=[C:8]([CH:10]=O)[N:9]=1)([CH3:3])[CH3:2].[S:12]1[CH2:18][C:16](=[O:17])[N:15]([CH2:19][C:20]([OH:22])=[O:21])[C:13]1=[S:14].[Cl-].[NH4+].N>C(O)C>[CH:1]([NH:4][C:5]1[S:6][CH:7]=[C:8]([CH:10]=[C:18]2[S:12][C:13](=[S:14])[N:15]([CH2:19][C:20]([OH:22])=[O:21])[C:16]2=[O:17])[N:9]=1)([CH3:2])[CH3:3] |f:2.3|. Procedure: The reaction described in Example 1 was repeated, but using 2.7 g of 2-isopropylaminothiazole-4-carbaldehyde, 2.3 g of rhodanine-3-acetic acid, 1.7 g of ammonium chloride, 1.7 ml of 28% v/v aqueous ammonia and 50 ml of ethanol, giving the title compound as dark red needles.